This data is from the Open Reaction Database (ORD), a public repository of structured organic reaction records. The task is: describe an organic reaction: reactants, conditions, products, and yield The reactants are C(CCCC)N1/C(/NC(C=2NC(=NC12)C(F)(F)F)=O)=N/N ((2E)-3-pentyl-8-(trifluoromethyl)-3,7-dihydro-1H-purine-2,6-dione-2-hydrazone), C(C)(OCC)(OCC)OCC (triethyl orthoacetate). Conditions: time 1 hour. Product: CC1=NN=C2N1C(C=1NC(=NC1N2CCCCC)C(F)(F)F)=O (3-Methyl-9-pentyl-7-(trifluoromethyl)-6,9-dihydro-5H-[1,2,4]triazolo[4,3-a]purin-5-one). As a reaction SMILES: [CH2:1]([N:6]1[C:14]2[N:13]=[C:12]([C:15]([F:18])([F:17])[F:16])[NH:11][C:10]=2[C:9](=[O:19])[NH:8]/[C:7]/1=[N:20]\[NH2:21])[CH2:2][CH2:3][CH2:4][CH3:5].[C:22](OCC)(OCC)(OCC)[CH3:23]>>[CH3:22][C:23]1[N:8]2[C:9](=[O:19])[C:10]3[NH:11][C:12]([C:15]([F:16])([F:18])[F:17])=[N:13][C:14]=3[N:6]([CH2:1][CH2:2][CH2:3][CH2:4][CH3:5])[C:7]2=[N:20][N:21]=1. Procedure details: A mixture of (2E)-3-pentyl-8-(trifluoromethyl)-3,7-dihydro-1H-purine-2,6-dione-2-hydrazone (0.020 g, 0.14 mmol) and triethyl orthoacetate (2 mL, 10 mmol) was stirred at room temperature for 1 h. The reaction mixture was concentrated under vacuum and the residue was purified by preparative LCMS. The product fractions were collected and lyophilized to yield pure product as white powder. LCMS calculated for C13H15F3N6O: (M+H) 329.1. found: 329.1. Solvent: CO (methanol). The product is O.Cl.C(C)N[C@@H](CC1=CC=C(C=C1)O)C(=O)N[C@H](CCSC)C(=O)NCC(=O)N[C@@H](CC1=CC=CC=C1)C(=O)NCCCCCC(=O)OC.C(C)N[C@@H](CC1=CC=C(C=C1)O)C(=O)N[C@H](CCSC)C(=O)NCC(=O)N[C@@H](CC1=CC=CC=C1)C(=O)NCCCCCC(OC)=O.Cl (Nα -ethyl-L-tyrosyl-D-methionylglycyl-N-(6-methoxy-6-oxohexyl)-L-phenylalaninamide monohydrochloride hemihydrate). Reactants: C(C)(C)(C)OC(=O)N([C@@H](CC1=CC=C(C=C1)OC(=O)OCC(C)C)C(=O)N[C@H](CCSC)C(=O)NCC(=O)N[C@@H](CC1=CC=CC=C1)C(=O)NCCCCCC(=O)OC)CC (t-butoxycarbonyl-Nα -ethyl-O-(2-methylpropoxycarbonyl)-L-tyrosyl-D-methionylglycyl-N-(6-methoxy-6-oxohexyl)-L-phenylalaninamide), C([O-])([O-])=O.[K+].[K+] (potassium carbonate), resultant solution, ClCCl (dichloromethane), S([O-])(O)(=O)=O.[K+] (potassium bisulfate). As a reaction SMILES: C([O:5]C([N:8]([CH2:60][CH3:61])[C@H:9]([C:25]([NH:27][C@@H:28]([C:33]([NH:35][CH2:36][C:37]([NH:39][C@H:40]([C:48]([NH:50][CH2:51][CH2:52][CH2:53][CH2:54][CH2:55][C:56]([O:58][CH3:59])=[O:57])=[O:49])[CH2:41][C:42]1[CH:47]=[CH:46][CH:45]=[CH:44][CH:43]=1)=[O:38])=[O:34])[CH2:29][CH2:30][S:31][CH3:32])=[O:26])[CH2:10][C:11]1[CH:16]=[CH:15][C:14]([O:17]C(OCC(C)C)=O)=[CH:13][CH:12]=1)=O)(C)(C)C.C(=O)([O-])[O-].[K+].[K+].[Cl:68]CCl.S(=O)(=O)(O)[O-].[K+]>CO>[OH2:5].[ClH:68].[CH2:60]([NH:8][C@H:9]([C:25]([NH:27][C@@H:28]([C:33]([NH:35][CH2:36][C:37]([NH:39][C@H:40]([C:48]([NH:50][CH2:51][CH2:52][CH2:53][CH2:54][CH2:55][C:56]([O:58][CH3:59])=[O:57])=[O:49])[CH2:41][C:42]1[CH:43]=[CH:44][CH:45]=[CH:46][CH:47]=1)=[O:38])=[O:34])[CH2:29][CH2:30][S:31][CH3:32])=[O:26])[CH2:10][C:11]1[CH:12]=[CH:13][C:14]([OH:17])=[CH:15][CH:16]=1)[CH3:61].[CH2:60]([NH:8][C@H:9]([C:25]([NH:27][C@@H:28]([C:33]([NH:35][CH2:36][C:37]([NH:39][C@H:40]([C:48]([NH:50][CH2:51][CH2:52][CH2:53][CH2:54][CH2:55][C:56](=[O:57])[O:58][CH3:59])=[O:49])[CH2:41][C:42]1[CH:43]=[CH:44][CH:45]=[CH:46][CH:47]=1)=[O:38])=[O:34])[CH2:29][CH2:30][S:31][CH3:32])=[O:26])[CH2:10][C:11]1[CH:12]=[CH:13][C:14]([OH:17])=[CH:15][CH:16]=1)[CH3:61].[ClH:68] |f:1.2.3,5.6,8.9.10.11.12|. Procedure: To a stirred mixture of 1.7 g (1.9 mmole) of the title product of Example 71 in 40 ml of methanol was added 10 ml of 10% aqueous potassium carbonate. After about 75 minutes the resultant solution was poured into a mixture of 150 ml of dichloromethane and 100 ml of 0.5M potassium bisulfate. The organic phase (containing the crude neutralized product) was separated and the aqueous layer was further extracted with dichloromethane. The combined organic layers were concentrated to dryness and purifie... The reactants are Cl (hydrochloric acid), CC(C)(OC(=O)NC(C(=O)N[C@H]1C[C@@H]2CC[C@H]3[C@@H]4CC[C@H]([C@H](C)O)[C@]4(CC[C@@H]3[C@]2(CC1)C)C)C)C (2-[1,1-dimethylethoxycarbonylamino]-N-[(20S)-5α-pregnan-20-ol-3α-yl]-propanamide). Solvent: C(C)O (ethanol). Conditions: time 8 hour. Product: NC(C(=O)N[C@H]1C[C@@H]2CC[C@H]3[C@@H]4CC[C@H]([C@H](C)O)[C@]4(CC[C@@H]3[C@]2(CC1)C)C)C (2-amino-N-[(20S)-5α-pregnan-20-ol-3α-yl]-propanamide). Isolated yield 102.4%. RXN SMILES: Cl.CC(C)(OC([NH:8][CH:9]([CH3:35])[C:10]([NH:12][C@@H:13]1[CH2:32][CH2:31][C@@:30]2([CH3:33])[C@@H:15]([CH2:16][CH2:17][C@@H:18]3[C@@H:29]2[CH2:28][CH2:27][C@@:26]2([CH3:34])[C@H:19]3[CH2:20][CH2:21][C@@H:22]2[C@@H:23]([OH:25])[CH3:24])[CH2:14]1)=[O:11])=O)C>C(O)C>[NH2:8][CH:9]([CH3:35])[C:10]([NH:12][C@@H:13]1[CH2:32][CH2:31][C@@:30]2([CH3:33])[C@@H:15]([CH2:16][CH2:17][C@@H:18]3[C@@H:29]2[CH2:28][CH2:27][C@@:26]2([CH3:34])[C@H:19]3[CH2:20][CH2:21][C@@H:22]2[C@@H:23]([OH:25])[CH3:24])[CH2:14]1)=[O:11]. Reported procedure: In a variation, 40 ml of 3.5 N ethanolic hydrochloric acid were added under an inert atmosphere to a solution of 2.7 g of the product of Step A in 10 ml of ethanol and the mixture was stirred for 8 hours and was then evaporated to dryness. The residue was taken up in ethyl acetate and the solution was iced and vacuum filtered. The product was washed with ethyl acetate, was dried at 60° C. under reduced pressure and was crystallized from methanol to obtain 2.2 g of (2S) 2-amino-N-[(20S)-5α-pregna...